From a dataset of the Open Reaction Database (ORD), a public repository of structured organic reaction records. describe an organic reaction: reactants, conditions, products, and yield Starting materials: CS(=O)(=O)c1cc(Br)ccc1C(=O)O, Cc1cnc(N2CCNCC2)c(C)c1. Product: Cc1cnc(N2CCN(C(=O)c3ccc(Br)cc3S(C)(=O)=O)CC2)c(C)c1. As a reaction SMILES: [Br:1][c:2]1[cH:3][c:4]([S:11](=[O:12])(=[O:13])[CH3:14])[c:5]([C:6](=[O:7])[OH:8])[cH:9][cH:10]1.[CH3:15][c:16]1[c:17]([N:23]2[CH2:24][CH2:25][NH:26][CH2:27][CH2:28]2)[n:18][cH:19][c:20]([CH3:22])[cH:21]1>>[Br:1][c:2]1[cH:3][c:4]([S:11](=[O:12])(=[O:13])[CH3:14])[c:5]([C:6](=[O:8])[N:26]2[CH2:25][CH2:24][N:23]([c:17]3[c:16]([CH3:15])[cH:21][c:20]([CH3:22])[cH:19][n:18]3)[CH2:28][CH2:27]2)[cH:9][cH:10]1. Yields the product O=C(NCc1ccccc1C(F)(F)F)c1ccc2c(c1)nc(COc1ccccc1)n2Cc1ccc(OC(F)(F)F)cc1. Reaction SMILES: [CH2:45]1[O:46][CH2:47][CH2:48][CH2:49]1.[F:33][C:34]([c:35]1[c:36]([CH2:37][NH2:38])[cH:39][cH:40][cH:41][cH:42]1)([F:43])[F:44].[O:1]([c:2]1[cH:3][cH:4][cH:5][cH:6][cH:7]1)[CH2:8][c:9]1[n:10][c:11]2[c:12]([n:13]1[CH2:14][c:15]1[cH:16][cH:17][c:18]([O:21][C:22]([F:23])([F:24])[F:25])[cH:19][cH:20]1)[cH:26][cH:27][c:28]([C:30](=[O:31])[OH:32])[cH:29]2>>[O:1]([c:2]1[cH:3][cH:4][cH:5][cH:6][cH:7]1)[CH2:8][c:9]1[n:10][c:11]2[c:12]([n:13]1[CH2:14][c:15]1[cH:16][cH:17][c:18]([O:21][C:22]([F:23])([F:24])[F:25])[cH:19][cH:20]1)[cH:26][cH:27][c:28]([C:30](=[O:31])[NH:38][CH2:37][c:36]1[c:35]([C:34]([F:33])([F:43])[F:44])[cH:42][cH:41][cH:40][cH:39]1)[cH:29]2. Reactants: C1CCOC1, NCc1ccccc1C(F)(F)F, O=C(O)c1ccc2c(c1)nc(COc1ccccc1)n2Cc1ccc(OC(F)(F)F)cc1. The reactants are ClC1=CC(=NN1)C(F)(F)F (5-chloro-3-trifluoromethylpyrazole), [O-]Cl.[Na+] (NaOCl). Run in CO (methanol). Product: ClC=1C(=NNC1Cl)C(F)(F)F (4,5-dichloro-3-trifluoromethylpyrazole). Reaction SMILES: [Cl:1][C:2]1[NH:6][N:5]=[C:4]([C:7]([F:10])([F:9])[F:8])[CH:3]=1.[O-][Cl:12].[Na+]>CO>[Cl:12][C:3]1[C:4]([C:7]([F:10])([F:9])[F:8])=[N:5][NH:6][C:2]=1[Cl:1] |f:1.2|. Procedure: A solution of 5-chloro-3-trifluoromethylpyrazole (190.0 g, 1.11 mol) in 400 ml of methanol is treated with liquid bleach (5.25% NaOCl) for 3 hr. The reaction mixture is then extracted with ether, the combined ether extracts are acidified with HCl (300 ml), washed with brine, dried and concentrated to give 4,5-dichloro-3-trifluoromethylpyrazole, a light yellow solid, m.p. 58°-60° .